This data is from the Open Reaction Database (ORD), a public repository of structured organic reaction records. The task is: describe an organic reaction: reactants, conditions, products, and yield Reactants: CC(C)(C)[Si](C)(C)Cl, ClCCl, O=C(CCc1cccc(O)c1)c1ccccc1, c1c[nH]cn1. Product: CC(C)(C)[Si](C)(C)Oc1cccc(CCC(=O)c2ccccc2)c1. Reaction SMILES: [C:23]([CH3:24])([CH3:25])([CH3:26])[Si:27]([CH3:28])([CH3:29])[Cl:30].[Cl:31][CH2:32][Cl:33].[OH:1][c:2]1[cH:3][c:4]([CH2:8][CH2:9][C:10](=[O:11])[c:12]2[cH:13][cH:14][cH:15][cH:16][cH:17]2)[cH:5][cH:6][cH:7]1.[nH:18]1[cH:19][cH:20][n:21][cH:22]1>>[O:1]([c:2]1[cH:3][c:4]([CH2:8][CH2:9][C:10](=[O:11])[c:12]2[cH:13][cH:14][cH:15][cH:16][cH:17]2)[cH:5][cH:6][cH:7]1)[Si:27]([C:23]([CH3:24])([CH3:25])[CH3:26])([CH3:28])[CH3:29]. Starting materials: O=C(O)c1ccc2ccccc2c1Br, COc1ccc(C2=NN(C3CCNCC3)C(=O)C2(C)C)cc1OC. Product: COc1ccc(C2=NN(C3CCN(C(=O)c4ccc5ccccc5c4Br)CC3)C(=O)C2(C)C)cc1OC. Reaction SMILES: [Br:25][c:26]1[c:27]([C:36](=[O:37])[OH:38])[cH:28][cH:29][c:30]2[cH:31][cH:32][cH:33][cH:34][c:35]12.[CH3:1][O:2][c:3]1[cH:4][c:5]([C:11]2=[N:15][N:14]([CH:16]3[CH2:17][CH2:18][NH:19][CH2:20][CH2:21]3)[C:13](=[O:22])[C:12]2([CH3:23])[CH3:24])[cH:6][cH:7][c:8]1[O:9][CH3:10]>>[CH3:1][O:2][c:3]1[cH:4][c:5]([C:11]2=[N:15][N:14]([CH:16]3[CH2:17][CH2:18][N:19]([C:36]([c:27]4[c:26]([Br:25])[c:35]5[c:30]([cH:29][cH:28]4)[cH:31][cH:32][cH:33][cH:34]5)=[O:37])[CH2:20][CH2:21]3)[C:13](=[O:22])[C:12]2([CH3:23])[CH3:24])[cH:6][cH:7][c:8]1[O:9][CH3:10].